From a dataset of the Open Reaction Database (ORD), a public repository of structured organic reaction records. describe an organic reaction: reactants, conditions, products, and yield The reactants are CN1CCCC1=O, NC1CCC(N)CC1, O=C(Nc1ccncc1F)c1cnc2c(Nc3ccon3)cc(Cl)nn12. The product is NC1CCC(Nc2cc(Nc3ccon3)c3ncc(C(=O)Nc4ccncc4F)n3n2)CC1. As a reaction SMILES: [CH3:35][N:36]1[CH2:37][CH2:38][CH2:39][C:40]1=[O:41].[CH:27]1([NH2:34])[CH2:28][CH2:29][CH:30]([NH2:33])[CH2:31][CH2:32]1.[Cl:1][c:2]1[cH:3][c:4]([NH:21][c:22]2[n:23][o:24][cH:25][cH:26]2)[c:5]2[n:6]([n:7]1)[c:8]([C:11](=[O:12])[NH:13][c:14]1[c:15]([F:20])[cH:16][n:17][cH:18][cH:19]1)[cH:9][n:10]2>>[c:2]1([NH:34][CH:27]2[CH2:28][CH2:29][CH:30]([NH2:33])[CH2:31][CH2:32]2)[cH:3][c:4]([NH:21][c:22]2[n:23][o:24][cH:25][cH:26]2)[c:5]2[n:6]([n:7]1)[c:8]([C:11](=[O:12])[NH:13][c:14]1[c:15]([F:20])[cH:16][n:17][cH:18][cH:19]1)[cH:9][n:10]2. The reactants are C([O-])([O-])=O.[K+].[K+] (potassium carbonate), FC1=CC=C(C(=O)CC(C)=O)C=C1 (4-fluorobenzoylacetone), NC(=O)N (urea), Cl (hydrochloric acid). Run in C(C)(=O)O (acetic acid), C(C)O (ethanol), O (water). The product is FC1=CC=C(C=C1)C1=NC(=NC(=C1)C)O (4-(4-Fluorophenyl)-2-hydroxy-6-methylpyrimidine). Yield: 46.9%. RXN SMILES: [F:1][C:2]1[CH:13]=[CH:12][C:5]([C:6]([CH2:8][C:9](=O)[CH3:10])=O)=[CH:4][CH:3]=1.[NH2:14][C:15]([NH2:17])=[O:16].Cl.C(=O)([O-])[O-].[K+].[K+]>C(O)(=O)C.O.C(O)C>[F:1][C:2]1[CH:13]=[CH:12][C:5]([C:6]2[CH:8]=[C:9]([CH3:10])[N:17]=[C:15]([OH:16])[N:14]=2)=[CH:4][CH:3]=1 |f:3.4.5|. Reported procedure: A mixture of 5 g of 4-fluorobenzoylacetone, 1.66 g of urea, 25 ml of ethanol, and 3.8 ml of concentrated hydrochloric acid was refluxed for 20 hours. This reaction mixture was cooled, poured into iced water, made basic with aqueous solution of potassium carbonate, and neutralized with acetic acid. The crystals that separated out were collected by filtration, washed with isopropyl ether, and dried to provide 2.65 g of pale yellow crystals. m.p. 265-268° C. Starting materials: ice water, COC1=CC=C(C=C1)C=1N=C(NC1C1=CC=C(C=C1)OC)S (4,5-bis(4-methoxyphenyl)-2-mercaptoimidazole), Cl.ClC1=CC=NC=C1 (4-chloropyridine hydrochloride), [H-].[Na+] (sodium hydride). Solvent: CN(C=O)C (dimethylformamide). Conditions: time 30 minute. Product: COC1=CC=C(C=C1)C=1N=C(NC1C1=CC=C(C=C1)OC)SC1=CC=NC=C1 (4,5-bis(4-methoxyphenyl)-2-(4-pyridylthio)imidazole). Yield: 82.0%. Reaction SMILES: [CH3:1][O:2][C:3]1[CH:8]=[CH:7][C:6]([C:9]2[N:10]=[C:11]([SH:22])[NH:12][C:13]=2[C:14]2[CH:19]=[CH:18][C:17]([O:20][CH3:21])=[CH:16][CH:15]=2)=[CH:5][CH:4]=1.[H-].[Na+].Cl.Cl[C:27]1[CH:32]=[CH:31][N:30]=[CH:29][CH:28]=1>CN(C)C=O>[CH3:21][O:20][C:17]1[CH:18]=[CH:19][C:14]([C:13]2[N:12]=[C:11]([S:22][C:27]3[CH:32]=[CH:31][N:30]=[CH:29][CH:28]=3)[NH:10][C:9]=2[C:6]2[CH:7]=[CH:8][C:3]([O:2][CH3:1])=[CH:4][CH:5]=2)=[CH:15][CH:16]=1 |f:1.2,3.4|. Procedure details: 3.12 g of 4,5-bis(4-methoxyphenyl)-2-mercaptoimidazole is dissolved in 100 ml of absolute dimethylformamide and combined with 0.6 g of sodium hydride (80% strength in white oil). The mixture is further agitated for 30 minutes, and then 1.52 g of 4-chloropyridine hydrochloride is added. The mixture is refluxed under argon for 16 hours. Then the solution is poured into 300 ml of ice water, the product is extracted with ethyl acetate, the organic solution is dried over sodium sulfate and concentrat... Reactants: C(=O)(OC(C)(C)C)N1[C@@H](CCC1)C#C ((S)-N-Boc-2-Ethynyl-pyrrolidine), C(C)OC(=O)C1=CNC(=C1C)\C=C\1/C(NC2=CC=C(C(=C12)I)F)=O ((Z)-5-(5-Fluoro-4-iodo-2-oxo-1,2-dihydro-indol-3-ylidenemethyl)-4-methyl-1H-pyrrole-3-carboxylic acid ethyl ester). The reagents and catalysts are C=1C=CC(=CC1)[P](C=2C=CC=CC2)(C=3C=CC=CC3)[Pd]([P](C=4C=CC=CC4)(C=5C=CC=CC5)C=6C=CC=CC6)([P](C=7C=CC=CC7)(C=8C=CC=CC8)C=9C=CC=CC9)[P](C=1C=CC=CC1)(C=1C=CC=CC1)C=1C=CC=CC1 ((Ph3P)4Pd). Run in CCOC(=O)C (EtOAc), CN(C)C=O (DMF), CCN(CC)CC (Et3N). Reaction conditions: time 2 hour. Product: C(C)OC(=O)C1=CNC(=C1C)\C=C\1/C(NC2=CC=C(C(=C12)C#C[C@H]1NCCC1)F)=O ((S)-(Z)-5-[[5-Fluoro-2-oxo-4-[(pyrrolidin-2-yl)ethynyl]-1,2-dihydro-indol-3-ylidene]methyl]-4-methyl-1H-pyrrole-3-carboxylic acid ethyl ester). RXN SMILES: C([N:8]1[CH2:12][CH2:11][CH2:10][C@H:9]1[C:13]#[CH:14])(OC(C)(C)C)=O.[CH2:15]([O:17][C:18]([C:20]1[C:24]([CH3:25])=[C:23](/[CH:26]=[C:27]2\[C:28](=[O:38])[NH:29][C:30]3[C:35]\2=[C:34](I)[C:33]([F:37])=[CH:32][CH:31]=3)[NH:22][CH:21]=1)=[O:19])[CH3:16]>CN(C=O)C.CCN(CC)CC.CCOC(C)=O.C1C=CC([P]([Pd]([P](C2C=CC=CC=2)(C2C=CC=CC=2)C2C=CC=CC=2)([P](C2C=CC=CC=2)(C2C=CC=CC=2)C2C=CC=CC=2)[P](C2C=CC=CC=2)(C2C=CC=CC=2)C2C=CC=CC=2)(C2C=CC=CC=2)C2C=CC=CC=2)=CC=1>[CH2:15]([O:17][C:18]([C:20]1[C:24]([CH3:25])=[C:23](/[CH:26]=[C:27]2\[C:28](=[O:38])[NH:29][C:30]3[C:35]\2=[C:34]([C:14]#[C:13][C@@H:9]2[CH2:10][CH2:11][CH2:12][NH:8]2)[C:33]([F:37])=[CH:32][CH:31]=3)[NH:22][CH:21]=1)=[O:19])[CH3:16] |^1:60,62,81,100|. Procedure details: Using Method C above, (S)-N-Boc-2-Ethynyl-pyrrolidine (106 mg, 0.55 mmol) (Example 87B) was coupled with (Z)-5-(5-fluoro-4-iodo-2-oxo-1,2-dihydro-indol-3-ylidenemethyl)-4-methyl-1H-pyrrole-3-carboxylic acid ethyl ester (80 mg, 0.18 mmol) (Example 116B) using (Ph3P)4Pd (21 mg, 0.02 mmol) and a catalytic amount of Cul in a mixture of DMF (5 mL) and Et3N (5 mL) as solvent at 80° C. for 5 hrs. Upon completion, the reaction mixture was diluted with EtOAc and extracted with H2O. The organic layer was ...